From a dataset of the Open Reaction Database (ORD), a public repository of structured organic reaction records. describe an organic reaction: reactants, conditions, products, and yield Starting materials: ClCCOc1n[nH]c2ncnc(Nc3ccc(OCc4ccccn4)c(Cl)c3)c12, OCC1CCCN1. Product: OCC1CCCN1CCOc1n[nH]c2ncnc(Nc3ccc(OCc4ccccn4)c(Cl)c3)c12. RXN SMILES: [Cl:1][CH2:2][CH2:3][O:4][c:5]1[n:6][nH:7][c:8]2[n:9][cH:10][n:11][c:12]([NH:14][c:15]3[cH:16][c:17]([Cl:29])[c:18]([O:21][CH2:22][c:23]4[n:24][cH:25][cH:26][cH:27][cH:28]4)[cH:19][cH:20]3)[c:13]12.[NH:30]1[CH:31]([CH2:35][OH:36])[CH2:32][CH2:33][CH2:34]1>>[CH2:2]([CH2:3][O:4][c:5]1[n:6][nH:7][c:8]2[n:9][cH:10][n:11][c:12]([NH:14][c:15]3[cH:16][c:17]([Cl:29])[c:18]([O:21][CH2:22][c:23]4[n:24][cH:25][cH:26][cH:27][cH:28]4)[cH:19][cH:20]3)[c:13]12)[N:30]1[CH:31]([CH2:35][OH:36])[CH2:32][CH2:33][CH2:34]1. Reactants: ClC1=C(C(=CC(=C1C)Br)Cl)NC(C)=O (N-(2,6-dichloro-4-bromo-3-methylphenyl)acetamide), C(C)O (ethanol), [OH-].[Na+] (NaOH). Solvent: O (water). The product is ClC1=C(N)C(=CC(=C1C)Br)Cl (2,6-Dichloro-4-bromo-3-methylaniline). The yield is 90.0%. Reaction SMILES: [Cl:1][C:2]1[C:7]([CH3:8])=[C:6]([Br:9])[CH:5]=[C:4]([Cl:10])[C:3]=1[NH:11]C(=O)C.C(O)C.[OH-].[Na+]>O>[Cl:1][C:2]1[C:7]([CH3:8])=[C:6]([Br:9])[CH:5]=[C:4]([Cl:10])[C:3]=1[NH2:11] |f:2.3|. Procedure details: A solution consisting of 2.07 g of N-(2,6-dichloro-4-bromo-3-methylphenyl)acetamide, 50 mL of ethanol, 25 mL of water and 25 mL of 50 percent NaOH were refluxed until hydrolysis was complete. The reaction mixture was cooled and extracted with ethyl ether. The extract was washed with water, dried over MgS04 and filtered. Removal of the solvent under reduced pressure gave 1.6 g of white solid. The product was purified by elution with pentane from a silica gel column and recrystallization from hept... The reactants are solution, C(C)(C)[Mg]Cl (isopropylmagnesium chloride), C(C)OC(CC(=O)O)=O (malonic acid monoethyl ester), BrC1=CC=C(C=C1)CC(=O)Cl (4-bromophenylacetyl chloride), Cl (hydrochloric acid). The solvent is O1CCCC1 (tetrahydrofuran), O1CCCC1 (tetrahydrofuran). Reaction conditions: temperature 20 celsius, time 1 hour. Product: BrC1=CC=C(C=C1)CC(CC(=O)OCC)=O (Ethyl 4-(4-bromophenyl)-3-oxo-butanoate). As a reaction SMILES: C([Mg]Cl)(C)C.[CH2:6]([O:8][C:9](=[O:14])[CH2:10][C:11]([OH:13])=O)[CH3:7].[Br:15][C:16]1[CH:21]=[CH:20][C:19]([CH2:22]C(Cl)=O)=[CH:18][CH:17]=1.Cl>O1CCCC1>[Br:15][C:16]1[CH:21]=[CH:20][C:19]([CH2:22][C:11](=[O:13])[CH2:10][C:9]([O:8][CH2:6][CH3:7])=[O:14])=[CH:18][CH:17]=1. Procedure details: 1 l (2 mol) of a 2M solution of isopropylmagnesium chloride in tetrahydrofuran is added dropwise to a solution of 125 g (0.95 mol) of malonic acid monoethyl ester in 1 l of tetrahydrofuran at 0° C. and the mixture is stirred at 20° C. for 1 hour. 146 g (0.63 mol) of 4-bromophenylacetyl chloride are then added dropwise at 20° C., and the reaction mixture is stirred at this temperature for 2 hours and brought to pH=3 with 1N hydrochloric acid. It is stirred overnight, the phases are separated, the... Starting materials: O=Cc1ccc2cc3c(cc2n1)CC1(C3)C(=O)Nc2ncccc21, C1COCCO1, O, O=[Se]=O. Product: O=C(O)c1ccc2cc3c(cc2n1)CC1(C3)C(=O)Nc2ncccc21. RXN SMILES: [O:1]=[C:2]1[NH:3][c:4]2[n:5][cH:6][cH:7][cH:8][c:9]2[C:10]12[CH2:11][c:12]1[c:13]([cH:14][c:15]3[cH:16][cH:17][c:18]([CH:22]=[O:23])[n:19][c:20]3[cH:21]1)[CH2:24]2.[O:28]1[CH2:29][CH2:30][O:31][CH2:32][CH2:33]1.[OH2:34].[Se:25](=[O:26])=[O:27]>>[O:1]=[C:2]1[NH:3][c:4]2[n:5][cH:6][cH:7][cH:8][c:9]2[C:10]12[CH2:11][c:12]1[c:13]([cH:14][c:15]3[cH:16][cH:17][c:18]([C:22](=[O:23])[OH:26])[n:19][c:20]3[cH:21]1)[CH2:24]2. Reactants: Fc1ccc(C(F)(F)F)c(Br)c1, O, O=[N+]([O-])O, O=S(=O)(O)O. Product: O=[N+]([O-])c1cc(C(F)(F)F)c(Br)cc1F. As a reaction SMILES: [Br:1][c:2]1[c:3]([C:9]([F:10])([F:11])[F:12])[cH:4][cH:5][c:6]([F:8])[cH:7]1.[OH2:17].[OH:13][N+:14]([O-:15])=[O:16].[S:18](=[O:19])(=[O:20])([OH:21])[OH:22]>>[Br:1][c:2]1[c:3]([C:9]([F:10])([F:11])[F:12])[cH:4][c:5]([N+:14](=[O:13])[O-:15])[c:6]([F:8])[cH:7]1.